Dataset: the Open Reaction Database (ORD), a public repository of structured organic reaction records. Task: describe an organic reaction: reactants, conditions, products, and yield The reactants are C(Cl)(Cl)Cl (chloroform), Cl (hydrochloric acid), [H-].[Al+3].[Li+].[H-].[H-].[H-] (lithium aluminum hydride), C(C(C)C)OC1=C(C(=O)C=2C=CC(=C(C2)C=CC(=O)O)OCC(C)C)C=CC(=C1)OCC(C)C (3-[5-(2,4-diisobutoxybenzoyl)-2-isobutoxyphenyl]-2-propenoic acid). Reaction conditions: time 1 hour. RXN SMILES: [CH2:1]([O:5][C:6]1[CH:29]=[C:28]([O:30][CH2:31][CH:32]([CH3:34])[CH3:33])[CH:27]=[CH:26][C:7]=1[C:8]([C:10]1[CH:11]=[CH:12][C:13]([O:21][CH2:22][CH:23]([CH3:25])[CH3:24])=[C:14]([CH:16]=[CH:17][C:18]([OH:20])=[O:19])[CH:15]=1)=[O:9])[CH:2]([CH3:4])[CH3:3].[H-].[Al+3].[Li+].[H-].[H-].[H-].C(Cl)(Cl)Cl.Cl>O1CCCC1.O>[CH2:1]([O:5][C:6]1[CH:29]=[C:28]([O:30][CH2:31][CH:32]([CH3:34])[CH3:33])[CH:27]=[CH:26][C:7]=1[CH:8]([OH:9])[C:10]1[CH:11]=[CH:12][C:13]([O:21][CH2:22][CH:23]([CH3:25])[CH3:24])=[C:14]([CH:16]=[CH:17][C:18]([OH:20])=[O:19])[CH:15]=1)[CH:2]([CH3:4])[CH3:3] |f:1.2.3.4.5.6|. Isolated yield 53.1%. Procedure details: In 2 ml of tetrahydrofuran is dissolved 150 mg of 3-[5-(2,4-diisobutoxybenzoyl)-2-isobutoxyphenyl]-2-propenoic acid. After adding 14 mg of lithium aluminum hydride at 5-10° C., the mixture thus obtained is stirred for one hour. The reaction mixture is added to a mixture of chloroform and water, pH is adjusted to 3.0 with 2 mol/L hydrochloric acid, and the organic layer is separated. After successively washing the organic layer with water and saturated aqueous solution of sodium chloride and dryi... Product: C(C(C)C)OC1=C(C=CC(=C1)OCC(C)C)C(C=1C=CC(=C(C1)C=CC(=O)O)OCC(C)C)O (3-[5-[(2,4-diisobutoxyphenyl)(hydroxy)methyl]-2-isobutoxyphenyl]-2-propenoic acid). The solvent is O (water), O1CCCC1 (tetrahydrofuran). Starting materials: O=C1CCC(CCc2ccccc2)CC1, CNC, C[Si](C)(C)Cl, CC(=O)O, CCC(C)=O, Cl, O. The product is CN(C)CC1CC(CCc2ccccc2)CCC1=O, Cl. RXN SMILES: [CH2:1]([CH2:2][c:3]1[cH:4][cH:5][cH:6][cH:7][cH:8]1)[CH:9]1[CH2:10][CH2:11][C:12](=[O:15])[CH2:13][CH2:14]1.[CH3:17][NH:18][CH3:19].[CH3:21][Si:22]([Cl:23])([CH3:24])[CH3:25].[CH3:26][C:27](=[O:28])[OH:29].[CH3:30][C:31](=[O:32])[CH2:33][CH3:34].[ClH:16].[OH2:20]>>[CH2:1]([CH2:2][c:3]1[cH:4][cH:5][cH:6][cH:7][cH:8]1)[CH:9]1[CH2:10][CH2:11][C:12](=[O:15])[CH:13]([CH2:21][N:18]([CH3:17])[CH3:19])[CH2:14]1.[ClH:23]. Reactants: ClCCS(=O)(=O)Cl (2-chloroethanesulfonyl chloride), [H-].[Na+] (NaH), FC1=C(C=C(OC2=CC=C(C=C2)C=2C(=NC=C(C2)C)N)C=C1)OC (3-(4-(4-fluoro-3-methoxyphenoxy)phenyl)-5-methylpyridin-2-amine). The solvent is C1CCOC1 (THF), C1CCOC1 (THF). Run at time 10 minute. Product: FC1=C(C=C(OC2=CC=C(C=C2)C2=CC(=CN3C2=NS(CC3)(=O)=O)C)C=C1)OC (9-[4-(4-fluoro-3-methoxyphenoxy)phenyl]-7-methyl-3,4-dihydropyrido[2,1-c][1,2,4]thiadiazine 2,2-dioxide). As a reaction SMILES: [H-].[Na+].Cl[CH2:4][CH2:5][S:6](Cl)(=[O:8])=[O:7].[F:10][C:11]1[CH:31]=[CH:30][C:14]([O:15][C:16]2[CH:21]=[CH:20][C:19]([C:22]3[C:23]([NH2:29])=[N:24][CH:25]=[C:26]([CH3:28])[CH:27]=3)=[CH:18][CH:17]=2)=[CH:13][C:12]=1[O:32][CH3:33]>C1COCC1>[F:10][C:11]1[CH:31]=[CH:30][C:14]([O:15][C:16]2[CH:17]=[CH:18][C:19]([C:22]3[C:23]4=[N:29][S:6](=[O:8])(=[O:7])[CH2:5][CH2:4][N:24]4[CH:25]=[C:26]([CH3:28])[CH:27]=3)=[CH:20][CH:21]=2)=[CH:13][C:12]=1[O:32][CH3:33] |f:0.1|. Procedure details: To a suspension of NaH (60%, 222 mg) in THF (dry) (20 mL) was added 2-chloroethanesulfonyl chloride (0.233 mL) at 0° C. and the mixture was stirred for 10 min at the same temperature. A solution of 3-(4-(4-fluoro-3-methoxyphenoxy)phenyl)-5-methylpyridin-2-amine (360 mg) in THF (dry) (20 mL) was added at 0° C. and the mixture was stirred at room temperature under nitrogen overnight. The mixture was quenched with water at 0° C. Water, EtOAc and THF were added to the mixture and the organic phase w... Starting materials: CC(C)([O-])C.[K+] (potassium tert-butoxide), CN1C=CC2=CC=CC(=C12)CC(=O)N (2-(1-methyl-1H-indol-7-yl)-acetamide), solution, CC(C)([O-])C.[K+] (potassium tert-butoxide), C1CCOC1 (THF), CC(C)([O-])C.[K+] (potassium tert-butoxide), COC(C(=O)C1=CNC2=CC(=CC=C12)Br)=O ((6-bromo-1H-indol-3-yl)-oxo-acetic acid methyl ester), COC(C(=O)C1=CNC2=CC(=CC=C12)Br)=O ((6-bromo-1H-indol-3-yl)-oxo-acetic acid methyl ester). Run in CN(C)C=O (DMF), CN(C)C=O (DMF), CN(C)C=O (DMF). Run at temperature 50 celsius, time 5 minute. The product is BrC1=CC=C2C(=CNC2=C1)C=1C(NC(C1C=1C=CC=C2C=CN(C12)C)=O)=O (3-(6-Bromo-1H-indol-3-yl)-4-(1-methy-1H-indol-7-yl)-pyrrole-2,5-dione). Yield: 73.4%. As a reaction SMILES: [CH3:1][N:2]1[C:10]2[C:5](=[CH:6][CH:7]=[CH:8][C:9]=2[CH2:11][C:12]([NH2:14])=[O:13])[CH:4]=[CH:3]1.CC(C)([O-])C.[K+].C1COCC1.C[O:27][C:28](=O)[C:29]([C:31]1[C:39]2[C:34](=[CH:35][C:36]([Br:40])=[CH:37][CH:38]=2)[NH:33][CH:32]=1)=O>CN(C=O)C>[Br:40][C:36]1[CH:35]=[C:34]2[C:39]([C:31]([C:29]3[C:28](=[O:27])[NH:14][C:12](=[O:13])[C:11]=3[C:9]3[CH:8]=[CH:7][CH:6]=[C:5]4[C:10]=3[N:2]([CH3:1])[CH:3]=[CH:4]4)=[CH:32][NH:33]2)=[CH:38][CH:37]=1 |f:1.2|. Procedure: To solution of 2-(1-methyl-1H-indol-7-yl)-acetamide (0.300 g, 1.59 mmol) in DMF (15 mL) was added a 1.0 M solution of potassium tert-butoxide in THF (1.59 mL, 1.59 mmol), followed after 5 minutes by (6-bromo-1H-indol-3-yl)-oxo-acetic acid methyl ester (0.235 g, 0.83 mmol) in DMF (1.25 mL). After another 5 minutes additional potassium tert-butoxide (1.59 mL) was introduced followed by the additional (6-bromo-1H-indol-3-yl)-oxo-acetic acid methyl ester (0.235 g, 0.83 mmol) in DMF (1.25 mL). The re... Reactants: [OH-].[Na+] (sodium hydroxide), C(C1=CC=CC=C1)OCC1=NN=NN1CC(=O)OCC (ethyl 5-(1-benzyloxymethyl)tetrazolylacetate). The solvent is C(C)O (ethanol), O1CCCC1 (tetrahydrofuran). Run at time 1 hour. Product: C(C1=CC=CC=C1)OCC1=NN=NN1CC(=O)O (5-(1-benzyloxymethyl)tetrazolylacetic acid). The yield is 83.8%. As a reaction SMILES: [OH-].[Na+].[CH2:3]([O:10][CH2:11][C:12]1[N:16]([CH2:17][C:18]([O:20]CC)=[O:19])[N:15]=[N:14][N:13]=1)[C:4]1[CH:9]=[CH:8][CH:7]=[CH:6][CH:5]=1>C(O)C.O1CCCC1>[CH2:3]([O:10][CH2:11][C:12]1[N:16]([CH2:17][C:18]([OH:20])=[O:19])[N:15]=[N:14][N:13]=1)[C:4]1[CH:5]=[CH:6][CH:7]=[CH:8][CH:9]=1 |f:0.1|. Reported procedure: A 2.5N sodium hydroxide solution (100 ml, 0.25 mol) was added dropwise over fifteen minutes to ethyl 5-(1-benzyloxymethyl)tetrazolyl acetate 2 (36.21 gm, 0.131 mol) in 800 ml ethanol and 200 ml tetrahydrofuran at room temperature, causing a white precipitate. After one hour, the mixture was concentrated in vacuo. On liter of water was added and the aqueous phase was washed with two 400 ml portions of dichloromethane. The aqueous phase was acidified with 150 ml 2.5N hydrochloric acid and extracte... Starting materials: CCOC(=O)c1ccc(COc2cccnc2Cc2ncc[nH]2)cc1, Cl, [Na+], [OH-], O. The product is O=C(O)c1ccc(COc2cccnc2Cc2ncc[nH]2)cc1. Reaction SMILES: [CH2:1]([CH3:2])[O:3][C:4](=[O:5])[c:6]1[cH:7][cH:8][c:9]([CH2:10][O:11][c:12]2[c:13]([CH2:18][c:19]3[nH:20][cH:21][cH:22][n:23]3)[n:14][cH:15][cH:16][cH:17]2)[cH:24][cH:25]1.[ClH:28].[Na+:27].[OH-:26].[OH2:29]>>[O:3]=[C:4]([OH:5])[c:6]1[cH:7][cH:8][c:9]([CH2:10][O:11][c:12]2[c:13]([CH2:18][c:19]3[n:20][cH:21][cH:22][nH:23]3)[n:14][cH:15][cH:16][cH:17]2)[cH:24][cH:25]1. Reactants: BrC=1C=CC(=C(C(=O)O)C1)C (5-bromo-2-methylbenzoic acid), C1(=CC=CC=C1)OCC (phenetole). The product is BrC1=CC(=C(C=C1)C)CC1=CC=C(C=C1)OCC (1-bromo-3-(4-ethoxybenzyl)-4-methylbenzene). Reaction SMILES: [Br:1][C:2]1[CH:3]=[CH:4][C:5]([CH3:11])=[C:6]([CH:10]=1)[C:7](O)=O.[C:12]1([O:18][CH2:19][CH3:20])[CH:17]=[CH:16][CH:15]=[CH:14][CH:13]=1>>[Br:1][C:2]1[CH:3]=[CH:4][C:5]([CH3:11])=[C:6]([CH2:7][C:15]2[CH:16]=[CH:17][C:12]([O:18][CH2:19][CH3:20])=[CH:13][CH:14]=2)[CH:10]=1. Procedure: Synthesis was performed by a similar method as in Preparation Example 14 using 5-bromo-2-methylbenzoic acid (synthesized in reference to International Patent Publication WO0127128) and phenetole. The reactants are CC(C)(C)N1C=NC=2C=NC=3C=CC=CC3C21 (1-(1,1-dimethylethyl)-1H-imidazo[4,5-c]quinoline), ClC1=CC(=CC=C1)C(=O)OO (meta-chloroperbenzoic acid), C([O-])(O)=O.[Na+] (sodium bicarbonate). The solvent is [OH-].[NH4+] (ammonium hydroxide), C(Cl)(Cl)Cl (chloroform). Conditions: temperature 20 celsius, time 24 hour. The product is CC(C)(C)N1C=NC=2C=[N+](C=3C=CC=CC3C21)[O-] (1-(1,1-dimethylethyl)-1H-imidazo[4,5-c]quinoline-5-oxide). RXN SMILES: [CH3:1][C:2]([N:5]1[C:17]2[C:16]3[CH:15]=[CH:14][CH:13]=[CH:12][C:11]=3[N:10]=[CH:9][C:8]=2[N:7]=[CH:6]1)([CH3:4])[CH3:3].ClC1C=CC=C(C(OO)=[O:26])C=1.C(=O)(O)[O-].[Na+]>C(Cl)(Cl)Cl.[OH-].[NH4+]>[CH3:4][C:2]([N:5]1[C:17]2[C:16]3[CH:15]=[CH:14][CH:13]=[CH:12][C:11]=3[N+:10]([O-:26])=[CH:9][C:8]=2[N:7]=[CH:6]1)([CH3:1])[CH3:3] |f:2.3,5.6|. Procedure details: To a solution of 23.5 g (0.104 mole) of 1-(1,1-dimethylethyl)-1H-imidazo[4,5-c]quinoline in 200 mL of chloroform was added 23.4 g (0.115 mole) of meta-chloroperbenzoic acid. The mixture was stirred at about 20° C. for 24 hours. The solution was basified with saturated sodium bicarbonate solution, then dried over magnesium sulfate. Filtration of the mixture, followed by evaporation in vacuo provided a cream colored solid. The solid residue was slurred in dilute ammonium hydroxide, then filtered, ... Reported procedure: To a solution of methyl (5-{4-[(3,4-dichlorobenzoyl)amino]benzyl}imidazo[1,2-c]pyrimidin-8-yl)-acetate (25 mg, 0.05 mmol) in methanol (1 mL) was added 1M NaOH aqueous solution (0.2 mL) at room temperature, and the mixture was stirred for 1 hour. After the removal of methanol under reduced pressure, water was added to the residue. The solution was washed with diethyl ether and neutralized by aqueous hydrochloric acid. The resulting precipitates were collected by filtration and dried under reduced... The yield is 75.6%. Conditions: time 1 hour. Starting materials: ClC=1C=C(C(=O)NC2=CC=C(CC3=NC=C(C=4N3C=CN4)CC(=O)OC)C=C2)C=CC1Cl (methyl (5-{4-[(3,4-dichlorobenzoyl)amino]benzyl}imidazo[1,2-c]pyrimidin-8-yl)-acetate), [OH-].[Na+] (NaOH). Product: ClC=1C=C(C(=O)NC2=CC=C(CC3=NC=C(C=4N3C=CN4)CC(=O)O)C=C2)C=CC1Cl ((5-{4-[(3,4-dichlorobenzoyl)amino]benzyl}imidazo[1,2-c]pyrimidin-8-yl)acetic acid). Run in CO (methanol). RXN SMILES: [Cl:1][C:2]1[CH:3]=[C:4]([CH:29]=[CH:30][C:31]=1[Cl:32])[C:5]([NH:7][C:8]1[CH:28]=[CH:27][C:11]([CH2:12][C:13]2[N:18]3[CH:19]=[CH:20][N:21]=[C:17]3[C:16]([CH2:22][C:23]([O:25]C)=[O:24])=[CH:15][N:14]=2)=[CH:10][CH:9]=1)=[O:6].[OH-].[Na+]>CO>[Cl:1][C:2]1[CH:3]=[C:4]([CH:29]=[CH:30][C:31]=1[Cl:32])[C:5]([NH:7][C:8]1[CH:28]=[CH:27][C:11]([CH2:12][C:13]2[N:18]3[CH:19]=[CH:20][N:21]=[C:17]3[C:16]([CH2:22][C:23]([OH:25])=[O:24])=[CH:15][N:14]=2)=[CH:10][CH:9]=1)=[O:6] |f:1.2|. The reactants are C(C1=CC=CC=C1)N1[C@@]2([C@@H](CC[C@H]1[C@H](C2)O)OCC2=CC(=CC(=C2)C(F)(F)F)C(F)(F)F)C2=CC=CC=C2 ((1R*,2R*,5S*,6S*)-8-Benzyl-2-{[3,5-bis(trifluoromethyl)phenyl]methoxy}-1-phenyl-8-azabicyclo[3.2.1]octan-6-ol), CI (methyl iodide), [H-].[Na+] (sodium hydride). Run in C1CCOC1 (THF). Reaction conditions: time 24 hour. Yields the product C(C1=CC=CC=C1)N1[C@@]2([C@@H](CC[C@H]1[C@H](C2)OC)OCC2=CC(=CC(=C2)C(F)(F)F)C(F)(F)F)C2=CC=CC=C2 ((1R*,2R*,5S*,6S*)-8-Benzyl-2-{[3,5-bis(trifluoromethyl)phenyl]methoxy}-6-methoxy-1-phenyl-8-azabicyclo[3.2.1]octane). Yield: 75.0%. RXN SMILES: [CH2:1]([N:8]1[C@@H:13]2[C@@H:14]([OH:16])[CH2:15][C@@:9]1([C:33]1[CH:38]=[CH:37][CH:36]=[CH:35][CH:34]=1)[C@H:10]([O:17][CH2:18][C:19]1[CH:24]=[C:23]([C:25]([F:28])([F:27])[F:26])[CH:22]=[C:21]([C:29]([F:32])([F:31])[F:30])[CH:20]=1)[CH2:11][CH2:12]2)[C:2]1[CH:7]=[CH:6][CH:5]=[CH:4][CH:3]=1.[CH3:39]I.[H-].[Na+]>C1COCC1>[CH2:1]([N:8]1[C@@H:13]2[C@@H:14]([O:16][CH3:39])[CH2:15][C@@:9]1([C:33]1[CH:38]=[CH:37][CH:36]=[CH:35][CH:34]=1)[C@H:10]([O:17][CH2:18][C:19]1[CH:24]=[C:23]([C:25]([F:27])([F:28])[F:26])[CH:22]=[C:21]([C:29]([F:30])([F:31])[F:32])[CH:20]=1)[CH2:11][CH2:12]2)[C:2]1[CH:7]=[CH:6][CH:5]=[CH:4][CH:3]=1 |f:2.3|. Procedure details: A mixture of (1R*,2R*,5S*,6S*)-8-benzyl-2-{[3,5-bis(trifluoromethyl)phenyl]methoxy}-1-phenyl-8-azabicyclo[3.2.1]octan-6-ol (Example 43; 22 mg 0.041 mmol), methyl iodide (0.5 ml), sodium hydride (40 mg, 1 mmol) and THF (2 ml) was stirred at room temperature for 24 hours, quenched quenched with saturated aqueous NH4Cl and extracted into dichloromethane. The combined organic extracts were dried (Na2SO4) and concentrated. The residue was purified by preparative TLC on silica gel (iso-hexane:diethyl ...